Dataset: the Open Reaction Database (ORD), a public repository of structured organic reaction records. Task: describe an organic reaction: reactants, conditions, products, and yield Starting materials: CC(C)(C)OC(=O)N(Cc1ccccc1)c1cccc(C(=O)c2cn(CCCC(=O)OCc3ccccc3)c3ccccc23)c1, C1COCCO1, Cl. Product: O=C(CCCn1cc(C(=O)c2cccc(NCc3ccccc3)c2)c2ccccc21)OCc1ccccc1. As a reaction SMILES: [CH2:2]([c:3]1[cH:4][cH:5][cH:6][cH:7][cH:8]1)[N:9]([C:10]([O:11][C:12]([CH3:13])([CH3:14])[CH3:15])=[O:16])[c:17]1[cH:18][c:19]([C:20](=[O:21])[c:22]2[cH:23][n:24]([CH2:31][CH2:32][CH2:33][C:34](=[O:35])[O:36][CH2:37][c:38]3[cH:39][cH:40][cH:41][cH:42][cH:43]3)[c:25]3[cH:26][cH:27][cH:28][cH:29][c:30]23)[cH:44][cH:45][cH:46]1.[CH2:47]1[O:48][CH2:49][CH2:50][O:51][CH2:52]1.[ClH:1]>>[CH2:2]([c:3]1[cH:4][cH:5][cH:6][cH:7][cH:8]1)[NH:9][c:17]1[cH:18][c:19]([C:20](=[O:21])[c:22]2[cH:23][n:24]([CH2:31][CH2:32][CH2:33][C:34](=[O:35])[O:36][CH2:37][c:38]3[cH:39][cH:40][cH:41][cH:42][cH:43]3)[c:25]3[cH:26][cH:27][cH:28][cH:29][c:30]23)[cH:44][cH:45][cH:46]1. The reactants are CCOC(C)=O, O=C1OCc2c1cc(F)cc2[N+](=O)[O-], [H][H]. RXN SMILES: [CH3:17][CH2:18][O:19][C:20]([CH3:21])=[O:22].[F:1][c:2]1[cH:3][c:4]([N+:12]([O-:13])=[O:14])[c:5]2[c:9]([cH:10]1)[C:8](=[O:11])[O:7][CH2:6]2.[H:15][H:16]>>[F:1][c:2]1[cH:3][c:4]([NH2:12])[c:5]2[c:9]([cH:10]1)[C:8](=[O:11])[O:7][CH2:6]2. The product is Nc1cc(F)cc2c1COC2=O. The reactants are N1CCC(CC1)CCNC(OC(C)(C)C)=O (1,1-dimethylethyl [2-(4-piperidinyl)ethyl]carbamate), BrC=1C(=CN=C2C=CC(=NC12)OC)F (8-bromo-7-fluoro-2-(methyloxy)-1,5-naphthyridine), O=C1NC2=C(OC1)C=CC(=N2)C=O (3-oxo-3,4-dihydro-2H-pyrido[3,2-b][1,4]oxazine-6-carbaldehyde), N1(CCNCC1)CCNC(OC(C)(C)C)=O (1,1-dimethylethyl [2-(1-piperazinyl)ethyl]carbamate), BrC1=C(C=NC2=CC=C(C=C12)OC)F (4-bromo-3-fluoro-6-(methyloxy)quinoline), O=C1NC2=C(SC1)C=CC(=N2)C=O (3-oxo-3,4-dihydro-2H-pyrido[3,2-b][1,4]thiazine-6-carbaldehyde). Product: FC=1C=NC2=CC=C(C=C2C1N1CCC(CC1)CCNCC=1C=CC=2OCC(NC2N1)=O)OC (6-{[(2-{1-[3-fluoro-6-(methyloxy)-4-quinolinyl]-4-piperidinyl}ethyl)amino]methyl}-2H-pyrido[3,2-b][1,4]oxazin-3(4H)-one). Isolated yield 32.7%. As a reaction SMILES: [NH:1]1[CH2:6][CH2:5][CH:4]([CH2:7][CH2:8][NH:9][C:10](=O)OC(C)(C)C)[CH2:3][CH2:2]1.N1(CCNC(=O)OC(C)(C)C)CCNCC1.Br[C:34]1[C:43]2[C:38](=[CH:39][CH:40]=[C:41]([O:44][CH3:45])[CH:42]=2)[N:37]=[CH:36][C:35]=1[F:46].BrC1C(F)=CN=C2C=1N=C(OC)C=C2.[O:61]=[C:62]1[CH2:67][O:66][C:65]2[CH:68]=[CH:69][C:70](C=O)=[N:71][C:64]=2[NH:63]1.O=C1CSC2C=CC(C=O)=NC=2N1>>[F:46][C:35]1[CH:36]=[N:37][C:38]2[C:43]([C:34]=1[N:1]1[CH2:2][CH2:3][CH:4]([CH2:7][CH2:8][NH:9][CH2:10][C:70]3[CH:69]=[CH:68][C:65]4[O:66][CH2:67][C:62](=[O:61])[NH:63][C:64]=4[N:71]=3)[CH2:5][CH2:6]1)=[CH:42][C:41]([O:44][CH3:45])=[CH:40][CH:39]=2. Procedure details: The title compound (100 mg, 33%) was prepared as a yellow solid according to Example 1, except substituting the following three reagents: 1,1-dimethylethyl [2-(4-piperidinyl)ethyl]carbamate (1 g, 4.38 mmol) [prepared according to Ambler, J.; et. al. Bioorg. Med. Chem. Lett. 1999, 9, 9, 1317.] for 1,1-dimethylethyl [2-(1-piperazinyl)ethyl]carbamate, 4-bromo-3-fluoro-6-(methyloxy)quinoline (2.25 g, 8.77 mmol) for 8-bromo-7-fluoro-2-(methyloxy)-1,5-naphthyridine and 3-oxo-3,4-dihydro-2H-pyrido[3,2-...